describe an organic reaction: reactants, conditions, products, and yield From a dataset of the Open Reaction Database (ORD), a public repository of structured organic reaction records. The reactants are Clc1nc[nH]c1Cl, Cl, [K+], [K+], O=C([O-])[O-], O=C=O, O. Product: O=C(O)c1nc(Cl)c(Cl)[nH]1. Reaction SMILES: [Cl:1][c:2]1[n:3][cH:4][nH:5][c:6]1[Cl:7].[ClH:17].[K+:8].[K+:9].[O-:10][C:11](=[O:12])[O-:13].[O:14]=[C:15]=[O:16].[OH2:18]>>[Cl:1][c:2]1[n:3][c:4]([C:11](=[O:10])[OH:12])[nH:5][c:6]1[Cl:7].